This data is from the Open Reaction Database (ORD), a public repository of structured organic reaction records. The task is: describe an organic reaction: reactants, conditions, products, and yield Starting materials: C(C)(=O)O[C@@H](CCCCN1C(=O)N(C=2N=C(N(C2C1=O)C)Br)C)C ((R)-1-(5-acetoxyhexyl)-8-bromo-3,7-dimethylxanthine), Cl (hydrogen chloride). Run in CO (methanol), CCOCC (ether). Conditions: time 24 hour. Yields the product BrC1=NC=2N(C(N(C(C2N1C)=O)CCCC[C@@H](C)O)=O)C ((R)-8-bromo-3,7-dimethyl-1-(5-hydroxyhexyl)xanthine). The yield is 90.9%. Reaction SMILES: C([O:4][C@H:5]([CH3:24])[CH2:6][CH2:7][CH2:8][CH2:9][N:10]1[C:19](=[O:20])[C:18]2[N:17]([CH3:21])[C:16]([Br:22])=[N:15][C:14]=2[N:13]([CH3:23])[C:11]1=[O:12])(=O)C.Cl>CO.CCOCC>[Br:22][C:16]1[N:17]([CH3:21])[C:18]2[C:19](=[O:20])[N:10]([CH2:9][CH2:8][CH2:7][CH2:6][C@H:5]([OH:4])[CH3:24])[C:11](=[O:12])[N:13]([CH3:23])[C:14]=2[N:15]=1. Reported procedure: To a solution of (R)-1-(5-acetoxyhexyl)-8-bromo-3,7-dimethylxanthine (5.88 g, 14.7 mmol) in methanol (200 ml) was added a solution of hydrogen chloride in ether (1.0 M, 20 ml). The reaction mixture was stirred at room temperature for 24 hours. Evaporation of the solvent under reduced pressure provided (R)-8-bromo-3,7-dimethyl-1-(5-hydroxyhexyl)xanthine (4.8 g, 91% yield) as a white solid.